This data is from the Open Reaction Database (ORD), a public repository of structured organic reaction records. The task is: describe an organic reaction: reactants, conditions, products, and yield The reactants are OC(COC1=CC=CC=2C(C3=CC=CC=C3C12)=O)CNCC1CCN(CC1)CCC(F)(F)F (4-(2-hydroxy-3-{[1-(3,3,3-trifluoro-propyl)-piperidin-4-ylmethyl]-amino}-propoxy)-fluoren-9-one), [H-].[H-].[H-].[H-].[Li+].[Al+3] (LAH), [H-].[H-].[H-].[H-].[Li+].[Al+3] (LAH), [OH-].[Na+] (NaOH), [O-]S(=O)(=O)[O-].[Na+].[Na+] (Na2SO4). Solvent: C1CCOC1 (THF), O (water), O (water). Reaction conditions: time 8 hour. Product: O[C@H](COC1=CC=CC=2C(C3=CC=CC=C3C12)O)CNCC1CCN(CC1)CCC(F)(F)F (4-((2S)-2-Hydroxy-3-{[1-(3,3,3-trifluoro-propyl)-piperidin-4-ylmethyl]-amino}-propoxy)-9H-fluoren-9-ol). Yield: 74.5%. Reaction SMILES: [OH:1][CH:2]([CH2:19][NH:20][CH2:21][CH:22]1[CH2:27][CH2:26][N:25]([CH2:28][CH2:29][C:30]([F:33])([F:32])[F:31])[CH2:24][CH2:23]1)[CH2:3][O:4][C:5]1[C:17]2[C:16]3[C:11](=[CH:12][CH:13]=[CH:14][CH:15]=3)[C:10](=[O:18])[C:9]=2[CH:8]=[CH:7][CH:6]=1.[H-].[H-].[H-].[H-].[Li+].[Al+3].[OH-].[Na+].[O-]S([O-])(=O)=O.[Na+].[Na+]>C1COCC1.O>[OH:1][C@@H:2]([CH2:19][NH:20][CH2:21][CH:22]1[CH2:23][CH2:24][N:25]([CH2:28][CH2:29][C:30]([F:33])([F:31])[F:32])[CH2:26][CH2:27]1)[CH2:3][O:4][C:5]1[C:17]2[C:16]3[C:11](=[CH:12][CH:13]=[CH:14][CH:15]=3)[CH:10]([OH:18])[C:9]=2[CH:8]=[CH:7][CH:6]=1 |f:1.2.3.4.5.6,7.8,9.10.11|. Procedure: A solution of 4-(2-hydroxy-3-{[1-(3,3,3-trifluoro-propyl)-piperidin-4-ylmethyl]-amino}-propoxy)-fluoren-9-one (0.060 g, 0.13 mmol) in 4 mL THF was treated with LAH (0.010 g, 0.26 mmol) and stirred at ambient temperature overnight. Heated to reflux and cooled. The excess LAH was decomposed by the sequential addition of 0.01 mL of each of water and 1 N NaOH, 0.03 mL of water and 0.5 g Na2SO4. The solids were filtered and the filtrate concentrated in vacuo to give 0.045 g of the title compound as a...